Dataset: the Open Reaction Database (ORD), a public repository of structured organic reaction records. Task: describe an organic reaction: reactants, conditions, products, and yield The reactants are CN1C(=NC=C1CO)[N+](=O)[O-] (1-methyl-2-nitro-5-hydroxymethylimidazole). Reagents/catalysts: O=[Mn]=O (MnO2). The solvent is C1=CC=CC=C1 (benzene). Yields the product CN1C(=NC=C1C=O)[N+](=O)[O-] (1-methyl-2-nitro-5-imidazolaldehyde). The yield is 40.5%. RXN SMILES: [CH3:1][N:2]1[C:6]([CH2:7][OH:8])=[CH:5][N:4]=[C:3]1[N+:9]([O-:11])=[O:10]>O=[Mn]=O.C1C=CC=CC=1>[CH3:1][N:2]1[C:6]([CH:7]=[O:8])=[CH:5][N:4]=[C:3]1[N+:9]([O-:11])=[O:10]. Procedure: To a solution of 0.15 g. of 1-methyl-2-nitro-5-hydroxymethylimidazole in 20 ml. of benzene, 0.33 g. of MnO2 is added and the reaction mixture is heated on the steambath for 2 hours. After filtration and evaporation to dryness under vacuum, the crude product is crystallized from ethyl acetate and 0.060 g. (40.5%) of 1-methyl-2-nitro-5-imidazolaldehyde is obtained. The reactants are ClC1=NC(=NC(=C1CCCl)C1=CC(=CC=C1)OC)N1CCOCC1 (4-[4-chloro-5-(2-chloroethyl)-6-(3-methoxyphenyl)-pyrimidin-2-yl]-morpholine), N1N=CC2=CC(=CC=C12)N (1H-indazol-5-ylamine). Yields the product N1N=CC2=CC(=CC=C12)N1CCC2=C1N=C(N=C2C2=CC(=CC=C2)OC)N2CCOCC2 (7-(1H-indazol-5-yl)-4-(3-methoxy-phenyl)-2-morpholin-4-yl-6,7-dihydro-5H-pyrrolo[2,3-d]pyrimidine). RXN SMILES: Cl[C:2]1[C:7]([CH2:8][CH2:9]Cl)=[C:6]([C:11]2[CH:16]=[CH:15][CH:14]=[C:13]([O:17][CH3:18])[CH:12]=2)[N:5]=[C:4]([N:19]2[CH2:24][CH2:23][O:22][CH2:21][CH2:20]2)[N:3]=1.[NH:25]1[C:33]2[C:28](=[CH:29][C:30]([NH2:34])=[CH:31][CH:32]=2)[CH:27]=[N:26]1>>[NH:25]1[C:33]2[C:28](=[CH:29][C:30]([N:34]3[C:2]4[N:3]=[C:4]([N:19]5[CH2:24][CH2:23][O:22][CH2:21][CH2:20]5)[N:5]=[C:6]([C:11]5[CH:16]=[CH:15][CH:14]=[C:13]([O:17][CH3:18])[CH:12]=5)[C:7]=4[CH2:8][CH2:9]3)=[CH:31][CH:32]=2)[CH:27]=[N:26]1. Reported procedure: In the same manner as Example 1-A-01, from 4-[4-chloro-5-(2-chloroethyl)-6-(3-methoxyphenyl)-pyrimidin-2-yl]-morpholine and 1H-indazol-5-ylamine, the desired compound was obtained. Reactants: [N+](=[N-])=C (diazomethane), ice, ClC1=CC=C(C(=O)O)C=C1 (p-chlorobenzoic acid). Run in CCOCC (ether), CCOCC (ether). Yields the product ClC1=CC=C(C(=O)OC)C=C1 (methyl p-chlorobenzoate). The yield is 71.0%. Reaction SMILES: [N+](=[CH2:3])=[N-].[Cl:4][C:5]1[CH:13]=[CH:12][C:8]([C:9]([OH:11])=[O:10])=[CH:7][CH:6]=1>CCOCC>[Cl:4][C:5]1[CH:13]=[CH:12][C:8]([C:9]([O:11][CH3:3])=[O:10])=[CH:7][CH:6]=1. Procedure: An excess solution of diazomethane in ether was slowly added to an ice-cooled and stirred solution of p-chlorobenzoic acid (6.2 g, 39.6 mmol) in 50 ml of ether and the mixture was concentrated. The residue was recrystallized from 5 ml of MeOH to give a white crystalline product of methyl p-chlorobenzoate (4.8 g, 28.2 mmol, yield 71%). m.p. 42.0°-43.0° C. (recrystallized from methanol)